Dataset: the Open Reaction Database (ORD), a public repository of structured organic reaction records. Task: describe an organic reaction: reactants, conditions, products, and yield Reactants: [H-].[Na+] (NaH), CC1=C(C(=CC=C1)C)CCO (2,6-dimethylbenzeneethanol), BrCCCCCCBr (1,6-dibromohexane). The solvent is O (H2O). The product is BrCCCCCCOCCC1=C(C=CC=C1C)C (2-[2-[(6-Bromohexyl)oxy]ethyl]-1,3-dimethylbenzene). The yield is 52.7%. Reaction SMILES: [H-].[Na+].[CH3:3][C:4]1[CH:9]=[CH:8][CH:7]=[C:6]([CH3:10])[C:5]=1[CH2:11][CH2:12][OH:13].[Br:14][CH2:15][CH2:16][CH2:17][CH2:18][CH2:19][CH2:20]Br>O>[Br:14][CH2:15][CH2:16][CH2:17][CH2:18][CH2:19][CH2:20][O:13][CH2:12][CH2:11][C:5]1[C:6]([CH3:10])=[CH:7][CH:8]=[CH:9][C:4]=1[CH3:3] |f:0.1|. Procedure: NaH (46% dispersion in oil; 4.2 g) was added portionwise to a solution of 2,6-dimethylbenzeneethanol (6.0 g) and 1,6-dibromohexane (19.52 g) in THP (50 ml) under nitrogen. The mixture was refluxed for 18 h and treated cautiously with H2O (20 ml). The resulting emulsion was extracted with ER (3×100 ml) and the dried extract was evaporated to leave a yellow oil. Excess 1,6-dibromohexane was removed under reduced pressure and the residue was purified on a column of silica (300 ml) [B] to give the t... Starting materials: Cl (hydrochloric acid), ClC1=NC(=NC(=C1OC1=C(C=CC=C1)OC)Cl)C1=CC(=NC=C1)C#N (4-[4,6-dichloro-5-(2-methoxy-phenoxy)-pyrimidine-2-yl]-pyridine-2-carbonitrile), C(C)(C)C=1C=CC(=NC1)S(=O)(=O)N (5-isopropyl-pyridine-2-sulfonamide), C([O-])([O-])=O.[K+].[K+] (potassium carbonate). Reagents/catalysts: C(C)(C)C=1C=CC(=NC1)S(=O)(=O)N (5-isopropyl-pyridine-2-sulfonamide), C1CN2CCN1CC2 (1,4-diazobicyclo[2.2.2]octane), C1CN2CCN1CC2 (1,4-diazobicyclo[2.2.2]octane). Solvent: O (water), CC(=O)C (acetone), O (water). Reaction conditions: temperature 40 celsius, time 20 hour. The product is ClC1=C(C(=NC(=N1)C1=CC(=NC=C1)C#N)NS(=O)(=O)C1=NC=C(C=C1)C(C)C)OC1=C(C=CC=C1)OC (5-isopropyl-pyridin 2-sulfonic acid [6-chloro-2-(2-cyano-pyridine-4-yl)-5-(2-methoxy-phenoxy)-pyrimidine-4-yl]-amide). Isolated yield 102.4%. Reaction SMILES: [Cl:1][C:2]1[C:7]([O:8][C:9]2[CH:14]=[CH:13][CH:12]=[CH:11][C:10]=2[O:15][CH3:16])=[C:6](Cl)[N:5]=[C:4]([C:18]2[CH:23]=[CH:22][N:21]=[C:20]([C:24]#[N:25])[CH:19]=2)[N:3]=1.[CH:26]([C:29]1[CH:30]=[CH:31][C:32]([S:35]([NH2:38])(=[O:37])=[O:36])=[N:33][CH:34]=1)([CH3:28])[CH3:27].C(=O)([O-])[O-].[K+].[K+].Cl>CC(C)=O.C1N2CCN(CC2)C1.C(C1C=CC(S(N)(=O)=O)=NC=1)(C)C.O>[Cl:1][C:2]1[N:3]=[C:4]([C:18]2[CH:23]=[CH:22][N:21]=[C:20]([C:24]#[N:25])[CH:19]=2)[N:5]=[C:6]([NH:38][S:35]([C:32]2[CH:31]=[CH:30][C:29]([CH:26]([CH3:28])[CH3:27])=[CH:34][N:33]=2)(=[O:37])=[O:36])[C:7]=1[O:8][C:9]1[CH:14]=[CH:13][CH:12]=[CH:11][C:10]=1[O:15][CH3:16] |f:2.3.4|. Procedure details: 8.95 g (24 mmol) of 4-[4,6-dichloro-5-(2-methoxy-phenoxy)-pyrimidine-2-yl]-pyridine-2-carbonitrile were suspended in 100 ml of acetone. At a temperature of 20° C., 5.04 g (25 mmol) of 5-isopropyl-pyridine-2-sulfonamide, 1 ml of de-ionized water, 10.6 g (77 mmol) of potassium carbonate and 135 mg (1.2 mmol) 1,4-diazobicyclo[2.2.2]octane were added. The mixture was stirred at 40° C. for 20 hr. Thereafter, another 240 mg (1.2 mmol) of 5-isopropyl-pyridine-2-sulfonamide and 80 mg (0.7 mmol) of 1,4-d... Starting materials: aqueous solution, [Cl-].[NH4+] (ammonium chloride), C(#C)C1=C(C=C(C(=O)N)C=C1)[N+](=O)[O-] (4-Ethynyl-3-nitrobenzamide). The reagents and catalysts are [Fe] (iron). The solvent is O1CCCC1 (tetrahydrofuran). The product is C(#C)C1=C(C=C(C(=O)N)C=C1)N (4-ethynyl-3-aminobenzamide). Isolated yield 59.4%. RXN SMILES: [C:1]([C:3]1[CH:11]=[CH:10][C:6]([C:7]([NH2:9])=[O:8])=[CH:5][C:4]=1[N+:12]([O-])=O)#[CH:2].[Cl-].[NH4+]>[Fe].O1CCCC1>[C:1]([C:3]1[CH:11]=[CH:10][C:6]([C:7]([NH2:9])=[O:8])=[CH:5][C:4]=1[NH2:12])#[CH:2] |f:1.2|. Procedure: 5 g (26.3 mmol) 4-Ethynyl-3-nitrobenzamide (Compound XII-1) and 75 ml tetrahydrofuran were added into a 150 ml four-necked flask, mechanically stirred to dissolve, and added with 10 ml aqueous solution of 10 g (186.9 mmol) ammonium chloride, then 10 g (178.5 mmol) iron powder was added portionwise and reacted at room temperature for 4 hours until the reaction was completed. The mixture was filtrated, and the filter cake was washed with tetrahydrofuran. The filtrate was extracted with ethyl aceta... The reactants are OC1=CC=C(C=C1)CC[C@H](C)NC(C)=O (N—[(S)-3-(4-Hydroxyphenyl)-1-methylpropyl]acetamide), [H-].[Na+] (sodium hydride), ClC1=NC=C(C=C1)[N+](=O)[O-] (2-chloro-5-nitropyridine). Solvent: CN(C)C=O (DMF). Reaction conditions: temperature 80 celsius, time 1.5 hour. Product: C[C@@H](CCC1=CC=C(C=C1)OC1=NC=C(C=C1)[N+](=O)[O-])NC(C)=O (N—{(S)-1-Methyl-3-[4-(5-nitropyridin-2-yloxy)phenyl]propyl}acetamide). Reaction SMILES: [OH:1][C:2]1[CH:7]=[CH:6][C:5]([CH2:8][CH2:9][C@@H:10]([NH:12][C:13](=[O:15])[CH3:14])[CH3:11])=[CH:4][CH:3]=1.[H-].[Na+].Cl[C:19]1[CH:24]=[CH:23][C:22]([N+:25]([O-:27])=[O:26])=[CH:21][N:20]=1>CN(C=O)C>[CH3:11][C@H:10]([NH:12][C:13](=[O:15])[CH3:14])[CH2:9][CH2:8][C:5]1[CH:4]=[CH:3][C:2]([O:1][C:19]2[CH:24]=[CH:23][C:22]([N+:25]([O-:27])=[O:26])=[CH:21][N:20]=2)=[CH:7][CH:6]=1 |f:1.2|. Procedure: N—[(S)-3-(4-Hydroxyphenyl)-1-methylpropyl]acetamide (770 mg, 3.72 mmol) and sodium hydride (55% in oil, 243 mg, 5.57 mmol) were stirred in 30 ml of DMF under argon at room temperature for 30 min. Following addition of 2-chloro-5-nitropyridine (648 mg, 4.09 mmol) the mixture was stirred at 80° C. for 1.5 h, concentrated, and mixed with ethyl acetate and water, and the organic phase was separated off and concentrated. The crude product was further reacted without purification. The reactants are C(C)(=O)OCC (ethyl acetate), N[C@@H](CC1=CC=CC=C1)C(=O)N[C@@H](CCCCNS(=O)(=O)C1=C(C)C=C(OC)C(C)=C1C)C(=O)O.CC(C)(C1=CC=C(C=C1)N=[N+]=[N-])NCC(COC2=CC=CC3=C2C4=CC=CC=C4N3)O (Phe-Lys(Mtr) PABC), C1(=CC=CC=C1)OC (anisole), ClCC(=O)O (chloroacetic acid). Run in C(Cl)Cl (methylene chloride), C(Cl)Cl (methylene chloride). Yields the product N[C@@H](CC1=CC=CC=C1)C(=O)N[C@@H](CCCCN)C(=O)O.CC(C)(C1=CC=C(C=C1)N=[N+]=[N-])NCC(COC2=CC=CC3=C2C4=CC=CC=C4N3)O (Phe-Lys PABC). Reaction SMILES: [NH2:1][C@H:2]([C:10]([NH:12][C@H:13]([C:33]([OH:35])=[O:34])[CH2:14][CH2:15][CH2:16][CH2:17][NH:18]S(C1C(C)=C(C)C(OC)=CC=1C)(=O)=O)=[O:11])[CH2:3][C:4]1[CH:9]=[CH:8][CH:7]=[CH:6][CH:5]=1.[CH3:36][C:37]([NH:48][CH2:49][CH:50]([OH:66])[CH2:51][O:52][C:53]1[C:58]2[C:59]3[C:64]([NH:65][C:57]=2[CH:56]=[CH:55][CH:54]=1)=[CH:63][CH:62]=[CH:61][CH:60]=3)([C:39]1[CH:44]=[CH:43][C:42]([N:45]=[N+:46]=[N-:47])=[CH:41][CH:40]=1)[CH3:38].C1(OC)C=CC=CC=1.ClCC(O)=O.C(OCC)(=O)C>C(Cl)Cl>[NH2:1][C@H:2]([C:10]([NH:12][C@H:13]([C:33]([OH:35])=[O:34])[CH2:14][CH2:15][CH2:16][CH2:17][NH2:18])=[O:11])[CH2:3][C:4]1[CH:9]=[CH:8][CH:7]=[CH:6][CH:5]=1.[CH3:38][C:37]([NH:48][CH2:49][CH:50]([OH:66])[CH2:51][O:52][C:53]1[C:58]2[C:59]3[C:64]([NH:65][C:57]=2[CH:56]=[CH:55][CH:54]=1)=[CH:63][CH:62]=[CH:61][CH:60]=3)([C:39]1[CH:44]=[CH:43][C:42]([N:45]=[N+:46]=[N-:47])=[CH:41][CH:40]=1)[CH3:36] |f:0.1,6.7|. Procedure: A solution of MEt-IDA-(Phe-Lys(Mtr)-PABC-MMC)2 30 (134.6 mg, 0.0590 mmol) in methylene chloride (3 mL) at rt was treated with anisole (1.28 mL, 200 equiv) and 1 M chloroacetic acid in methylene chloride (1.18 mL, 20 equiv). After 3.5 h ethyl acetate (30 mL) was added. The resulting purple solid was collected by filtration, washed with ethyl acetate and air-dried (97.8 mg, 82%). The product appeared to decompose in solution to one product by HPLC. 1H-NMR (CDCl3/CH3OD) δ 1.33 (m, 4H), 1.63 (s and ... The reactants are C(=O)(O)CC(C(=O)O)=CC1=CC=CC=C1 (2-Carboxymethyl-3-phenylpropenoic acid), C(C)(=O)OC(C)=O (acetic anhydride). Product: COC(=O)CC(C(=O)O)=CC1=CC=CC=C1 (3-methoxycarbonyl-2-benzylidenepropanoic acid). Reaction SMILES: [C:1]([CH2:4][C:5](=[CH:9][C:10]1[CH:15]=[CH:14][CH:13]=[CH:12][CH:11]=1)[C:6]([OH:8])=[O:7])([OH:3])=[O:2].[C:16](OC(=O)C)(=O)C>>[CH3:16][O:2][C:1]([CH2:4][C:5](=[CH:9][C:10]1[CH:15]=[CH:14][CH:13]=[CH:12][CH:11]=1)[C:6]([OH:8])=[O:7])=[O:3]. Procedure: 2-Carboxymethyl-3-phenylpropenoic acid (4.1 g.) and acetic anhydride (9 ml.) are heated in the steam bath for 70 minutes. The mixture is concentrated to dryness and the residue triturated with ether, yield 3.6 g. This anhydride is dissolved in 7 ml. of methanol and heated in the steam bath for 1 hour. Reactants: C(C)OC(=O)C1=NC=CC=N1 (pyrimidine-2-carboxylic acid ethyl ester), O.NN (hydrazine hydrate). Run in C(C)O (ethanol). Product: N1=C(N=CC=C1)C(=O)NN (Pyrimidine-2-carboxylic acid hydrazide). Yield: 68.8%. As a reaction SMILES: C([O:3][C:4]([C:6]1[N:11]=[CH:10][CH:9]=[CH:8][N:7]=1)=O)C.O.[NH2:13][NH2:14]>C(O)C>[N:7]1[CH:8]=[CH:9][CH:10]=[N:11][C:6]=1[C:4]([NH:13][NH2:14])=[O:3] |f:1.2|. Reported procedure: A mixture of pyrimidine-2-carboxylic acid ethyl ester (Ann. Chim., 5, 351 (1960)) (0.866 g, 5.7 mmol) and hydrazine hydrate (0.332 mL, 6.8 mmol) in ethanol (20 mL) was heated under reflux for 3 hours, then concentrated under reduced pressure. The residue was triturated with diethyl ether, collected by filtration and washed with ethyl acetate to give the title compound (0.542 g, 69%) as a yellow solid, mp 173-175° C. Reaction SMILES: [C:1]([O:5][C:6]([NH:8][CH2:9][CH2:10][N:11]1[C:19]2[CH:18]=[CH:17][C:16](OS(C3C=CC(C)=CC=3)(=O)=O)=[C:15]3[C:31](=[O:38])[C:32]4[CH:33]=[CH:34][N:35]=[CH:36][C:37]=4[C:13]([C:14]=23)=[N:12]1)=[O:7])([CH3:4])([CH3:3])[CH3:2].[C:39]([O:43][C:44]([NH:46][CH2:47][CH2:48][NH2:49])=[O:45])([CH3:42])([CH3:41])[CH3:40]>N1C=CC=CC=1>[C:1]([O:5][C:6]([NH:8][CH2:9][CH2:10][N:11]1[C:19]2[CH:18]=[CH:17][C:16]([NH:49][CH2:48][CH2:47][NH:46][C:44]([O:43][C:39]([CH3:42])([CH3:41])[CH3:40])=[O:45])=[C:15]3[C:31](=[O:38])[C:32]4[CH:33]=[CH:34][N:35]=[CH:36][C:37]=4[C:13]([C:14]=23)=[N:12]1)=[O:7])([CH3:4])([CH3:2])[CH3:3]. Conditions: temperature 80 celsius, time 5 hour. Procedure details: A suspension of 2-[2-(N-tert-butoxycarbonylamino)ethyl]-5-(p-toluenesulfonyl oxy)isoquino[8,7,6cd]indazole-6(2H)-one Example 3 (0.535 g) and N-(tert-butoxycarbonyl)ethylenediamine (1.12 g) in dry pyridine (5.35 mL) is heated at 80° C. The dark solution obtained is held at this temperature for 5 hours, then it is concentrated to dryness and partitioned between brine (30 mL) and ethyl acetate (2×25 mL). The orange-red solid insoluble in the biphasic mixture is separated by suction filtration and d... The solvent is N1=CC=CC=C1 (pyridine). Starting materials: C(C)(C)(C)OC(=O)NCCN1N=C2C=3C(=C(C=CC13)OS(=O)(=O)C1=CC=C(C=C1)C)C(C=1C=CN=CC12)=O (2-[2-(N-tert-butoxycarbonylamino)ethyl]-5-(p-toluenesulfonyl oxy)isoquino[8,7,6cd]indazole-6(2H)-one), Example 3, C(C)(C)(C)OC(=O)NCCN (N-(tert-butoxycarbonyl)ethylenediamine). Yields the product C(C)(C)(C)OC(=O)NCCN1N=C2C=3C(=C(C=CC13)NCCNC(=O)OC(C)(C)C)C(C=1C=CN=CC12)=O (2-[2-(N-tert-butoxycarbonylamino)ethyl]-5-[[2-(N-tert-butoxycarbonylamino)ethyl]amino]isoquino[8,7,6-cd]indazole-6(2H)-one). The reactants are CCCCS(=O)(=O)Cl, CCCCCCCCCCC(O)C(=O)O, c1ccncc1. Yields the product CCCCCCCCCCC(OS(=O)(=O)CCCC)C(=O)O. As a reaction SMILES: [CH2:16]([CH2:17][CH2:18][CH3:19])[S:20](=[O:21])(=[O:22])[Cl:23].[CH3:1][CH2:2][CH2:3][CH2:4][CH2:5][CH2:6][CH2:7][CH2:8][CH2:9][CH2:10][CH:11]([OH:12])[C:13]([OH:14])=[O:15].[cH:24]1[cH:25][cH:26][n:27][cH:28][cH:29]1>>[CH3:1][CH2:2][CH2:3][CH2:4][CH2:5][CH2:6][CH2:7][CH2:8][CH2:9][CH2:10][CH:11]([O:12][S:20]([CH2:16][CH2:17][CH2:18][CH3:19])(=[O:21])=[O:22])[C:13]([OH:14])=[O:15]. The reactants are BrC=1N=C(C=2N(C1)C=CN2)NC2=CC(=C(C=C2)N2CCN(CC2)C2COC2)OCCOC2OCCCC2 (6-bromo-N-(4-(4-(oxetan-3-yl)piperazin-1-yl)-3-(2-((tetrahydro-2H-pyran-2-yl)oxy)ethoxy)phenyl)imidazo[1,2-a]pyrazin-8-amine), BrC=1N=C(C=2N(C1)C=CN2)NC2=CC=C(C=C2)N2CCN(CC2)C2COC2 (6-bromo-N-(4-(4-(oxetan-3-yl)piperazin-1-yl)phenyl)imidazo[1,2-a]pyrazin-8-amine), BrC=1N=C(C=2N(C1)C=CN2)N(C(OC(C)(C)C)=O)C2=CC=C(C=C2)N2CCN(CC2)C2COC2 (tert-butyl 6-bromoimidazo[1,2-a]pyrazin-8-yl(4-(4-(oxetan-3-yl)piperazin-1-yl)phenyl)carbamate). Product: BrC=1N=C(C=2N(C1)C=CN2)N(C(OC(C)(C)C)=O)C2=CC(=C(C=C2)N2CCN(CC2)C2COC2)OCCOC2OCCCC2 (tert-butyl (6-bromoimidazo[1,2-a]pyrazin-8-yl)(4-(4-(oxetan-3-yl)piperazin-1-yl)-3-(2-((tetrahydro-2H-pyran-2-yl)oxy)ethoxy)phenyl)carbamate). As a reaction SMILES: [Br:1][C:2]1[N:3]=[C:4]([NH:11][C:12]2[CH:17]=[CH:16][C:15]([N:18]3[CH2:23][CH2:22][N:21]([CH:24]4[CH2:27][O:26][CH2:25]4)[CH2:20][CH2:19]3)=[C:14]([O:28][CH2:29][CH2:30][O:31][CH:32]3[CH2:37][CH2:36][CH2:35][CH2:34][O:33]3)[CH:13]=2)[C:5]2[N:6]([CH:8]=[CH:9][N:10]=2)[CH:7]=1.BrC1N=C(NC2C=CC(N3CCN(C4COC4)CC3)=CC=2)C2N(C=CN=2)C=1.BrC1N=C(N(C2C=CC(N3CCN(C4COC4)CC3)=CC=2)[C:76](=[O:82])[O:77][C:78]([CH3:81])([CH3:80])[CH3:79])C2N(C=CN=2)C=1>>[Br:1][C:2]1[N:3]=[C:4]([N:11]([C:12]2[CH:17]=[CH:16][C:15]([N:18]3[CH2:19][CH2:20][N:21]([CH:24]4[CH2:27][O:26][CH2:25]4)[CH2:22][CH2:23]3)=[C:14]([O:28][CH2:29][CH2:30][O:31][CH:32]3[CH2:37][CH2:36][CH2:35][CH2:34][O:33]3)[CH:13]=2)[C:76](=[O:82])[O:77][C:78]([CH3:81])([CH3:80])[CH3:79])[C:5]2[N:6]([CH:8]=[CH:9][N:10]=2)[CH:7]=1. Procedure: 6-Bromo-N-(4-(4-(oxetan-3-yl)piperazin-1-yl)-3-(2-((tetrahydro-2H-pyran-2-yl)oxy)ethoxy)phenyl)imidazo[1,2-a]pyrazin-8-amine XXV (1.2 g, 2.4 mmol) was reacted according to the analogous method described in Intermediate Example 1.01 (conversion of III to IV) to provide tert-butyl (6-bromoimidazo[1,2-a]pyrazin-8-yl)(4-(4-(oxetan-3-yl)piperazin-1-yl)-3-(2-((tetrahydro-2H-pyran-2-yl)oxy)ethoxy)phenyl)carbamate XXVI.